This data is from the Open Reaction Database (ORD), a public repository of structured organic reaction records. The task is: describe an organic reaction: reactants, conditions, products, and yield The reactants are O=C([O-])[O-], CNC, CC#N, CCC(CC)Nc1nc(Cl)ccc1[N+](=O)[O-], [K+], [K+]. The product is CCC(CC)Nc1nc(N(C)C)ccc1[N+](=O)[O-]. Reaction SMILES: [C:17](=[O:18])([O-:19])[O-:20].[CH3:23][NH:24][CH3:25].[CH3:26][C:27]#[N:28].[Cl:1][c:2]1[cH:3][cH:4][c:5]([N+:14](=[O:15])[O-:16])[c:6]([NH:8][CH:9]([CH2:10][CH3:11])[CH2:12][CH3:13])[n:7]1.[K+:21].[K+:22]>>[c:2]1([N:24]([CH3:23])[CH3:25])[cH:3][cH:4][c:5]([N+:14](=[O:15])[O-:16])[c:6]([NH:8][CH:9]([CH2:10][CH3:11])[CH2:12][CH3:13])[n:7]1. Starting materials: CNC=1C(=CC(=CC1)[N+](=O)[O-])N (N1-methyl-4-nitro-benzene-1,2-diamine), N#CBr (cyanogen bromide). Run in CO (methanol). Run at time 16 hour. Yields the product CN1C(=NC2=C1C=CC(=C2)[N+](=O)[O-])N (1-methyl-5-nitro-1H-benzimidazol-2-amine). Reaction SMILES: [CH3:1][NH:2][C:3]1[C:4]([NH2:12])=[CH:5][C:6]([N+:9]([O-:11])=[O:10])=[CH:7][CH:8]=1.[N:13]#[C:14]Br>CO>[CH3:1][N:2]1[C:3]2[CH:8]=[CH:7][C:6]([N+:9]([O-:11])=[O:10])=[CH:5][C:4]=2[N:12]=[C:14]1[NH2:13]. Procedure details: To a solution of N1-methyl-4-nitro-benzene-1,2-diamine (200 mg, 1.20 mmol) in methanol (12 ml) was added cyanogen bromide (190.1 mg, 1.79 mmol). After stirring at room temperature for 16 h, the methanol was removed in vacuo and the resulting solid was stirred with diethyl ether (40 ml) for 5 minutes. The resulting hydrobromide salt of the title compound was filtered and air-dried. Starting materials: C(CCC)[Sn](C1=CN=C2N1C=CC(=N2)C(F)(F)F)(CCCC)CCCC (3-tributylstannyl-7-trifluoromethyl-imidazo[1,2-a]pyrimidine), BrC=1C=C(C=CC1)N1C=NC=C1 (1-(3-bromophenyl)-1H-imidazole). Reagents/catalysts: [Pd].C1(=CC=CC=C1)P(C1=CC=CC=C1)C1=CC=CC=C1.C1(=CC=CC=C1)P(C1=CC=CC=C1)C1=CC=CC=C1.C1(=CC=CC=C1)P(C1=CC=CC=C1)C1=CC=CC=C1.C1(=CC=CC=C1)P(C1=CC=CC=C1)C1=CC=CC=C1 (tetrakis(triphenylphosphine)-palladium(0)). The product is N1(C=NC=C1)C=1C=C(C=CC1)C1=CN=C2N1C=CC(=N2)C(F)(F)F (3-[3-(imidazol-1-yl)phenyl]-7-trifluoromethylimidazo[1,2-a]pyrimidine). The yield is 21.3%. As a reaction SMILES: C([Sn](CCCC)(CCCC)[C:6]1[N:10]2[CH:11]=[CH:12][C:13]([C:15]([F:18])([F:17])[F:16])=[N:14][C:9]2=[N:8][CH:7]=1)CCC.Br[C:28]1[CH:29]=[C:30]([N:34]2[CH:38]=[CH:37][N:36]=[CH:35]2)[CH:31]=[CH:32][CH:33]=1>[Pd].C1(P(C2C=CC=CC=2)C2C=CC=CC=2)C=CC=CC=1.C1(P(C2C=CC=CC=2)C2C=CC=CC=2)C=CC=CC=1.C1(P(C2C=CC=CC=2)C2C=CC=CC=2)C=CC=CC=1.C1(P(C2C=CC=CC=2)C2C=CC=CC=2)C=CC=CC=1>[N:34]1([C:30]2[CH:29]=[C:28]([C:6]3[N:10]4[CH:11]=[CH:12][C:13]([C:15]([F:16])([F:17])[F:18])=[N:14][C:9]4=[N:8][CH:7]=3)[CH:33]=[CH:32][CH:31]=2)[CH:38]=[CH:37][N:36]=[CH:35]1 |f:2.3.4.5.6|. Procedure: To a degassed solution of 3-tributylstannyl-7-trifluoromethyl-imidazo[1,2-a]pyrimidine (1.4 mmol) was added 1-(3-bromophenyl)-1H-imidazole (0.60 g, 2.7 mmol) (prepared by the method of A. Johnson et al., J. Med. Chem., 1969, 12(5), 1024-8) and tetrakis(triphenylphosphine)-palladium(0) (218 mg, 0.18 mmol) and the mixture heated at reflux for 18 h. The crude reaction was adsorbed onto silica and chromatographed on silica, eluting on a gradient of 1 to 5% methanol in dichloromethane, to give a yell...